This data is from the Open Reaction Database (ORD), a public repository of structured organic reaction records. The task is: describe an organic reaction: reactants, conditions, products, and yield Procedure details: The product of Example 246A (0.095 g, 0.20 mmol) in tetrahydrofuran (2.0 mL) and methanol (0.015 mL, 0.42 mmol) at 0° C. was treated with dropwise addition of a 2.0M solution of lithium borohydride in tetrahydrofuran (0.150 mL, 0.30 mmol). The reaction was stirred at 25° C. for 1 hour, acidified with 1M hydrochloric acid to a pH of approximately 2-4, diluted with water, and the resulting precipitate was collected by filtration and dried. The crude product was chromatographed on silica gel with d... The solvent is O1CCCC1 (tetrahydrofuran), O1CCCC1 (tetrahydrofuran), O (water). The product is O=S1(N=C(NC2=C1C=CC=C2)C=2C(N(C1=CC=CC=C1C2O)NC2CCC(CC2)C(C)C)=O)=O (3-(1,1-dioxido-4H-1,2,4-benzothiadiazin-3-yl)-4-hydroxy-1-[(4-isopropylcyclohexyl)amino]quinolin-2(1H)-one). Reaction SMILES: [O:1]=[S:2]1(=[O:34])[C:7]2[CH:8]=[CH:9][CH:10]=[CH:11][C:6]=2[NH:5][C:4]([C:12]2[C:13](=[O:33])[N:14]([N:23]=[C:24]3[CH2:29][CH2:28][CH:27]([CH:30]([CH3:32])[CH3:31])[CH2:26][CH2:25]3)[C:15]3[C:20]([C:21]=2[OH:22])=[CH:19][CH:18]=[CH:17][CH:16]=3)=[N:3]1.CO.[BH4-].[Li+].Cl>O1CCCC1.O>[O:34]=[S:2]1(=[O:1])[C:7]2[CH:8]=[CH:9][CH:10]=[CH:11][C:6]=2[NH:5][C:4]([C:12]2[C:13](=[O:33])[N:14]([NH:23][CH:24]3[CH2:25][CH2:26][CH:27]([CH:30]([CH3:32])[CH3:31])[CH2:28][CH2:29]3)[C:15]3[C:20]([C:21]=2[OH:22])=[CH:19][CH:18]=[CH:17][CH:16]=3)=[N:3]1 |f:2.3|. Conditions: temperature 25 celsius, time 1 hour. The reactants are O=S1(N=C(NC2=C1C=CC=C2)C=2C(N(C1=CC=CC=C1C2O)N=C2CCC(CC2)C(C)C)=O)=O (3-(1,1-dioxido-4H-1,2,4-benzothiadiazin-3-yl)-4-hydroxy-1-{[4-isopropylcyclohexylidene]amino}quinolin-2(1H)-one), CO (methanol), solution, [BH4-].[Li+] (lithium borohydride), Cl (hydrochloric acid). Starting materials: ( c ), methyl ester, 17-carboxy pregnenolone, CC([O-])C.[Al+3].CC([O-])C.CC([O-])C (aluminum isopropoxide), C1(CCCCC1)=O (cyclohexanone), ( b ), 17-carboxy pregnenolone, C[O-].[Na+] (sodium methoxide), CC(=O)[C@H]1CC[C@@H]2[C@@]1(CC[C@H]3[C@H]2CC=C4[C@@]3(CC[C@@H](C4)O)C)C (pregnenolone), methyl ester, ester. The solvent is C1(=CC=CC=C1)C (toluene), CO (methanol). The product is COC(=O)C1[C@]2(C)[C@@H](CC1)[C@@H]1CCC3=CC(CC[C@]3(C)[C@H]1CC2)=O (methyl-4-androstene-3-one-17-carboxylate). As a reaction SMILES: C[C:2]([C@@H:4]1[C@@:8]2([CH3:23])[CH2:9][CH2:10][C@@H:11]3[C@@:16]4([CH3:22])[CH2:17][CH2:18][C@H:19]([OH:21])[CH2:20][C:15]4=[CH:14][CH2:13][C@H:12]3[C@@H:7]2[CH2:6][CH2:5]1)=[O:3].[CH3:24][O-:25].[Na+].CC(C)[O-].[Al+3].CC(C)[O-].CC(C)[O-].C1(=O)CCCCC1>C1(C)C=CC=CC=1.CO>[CH3:24][O:25][C:2]([CH:4]1[CH2:5][CH2:6][C@H:7]2[C@H:12]3[C@H:11]([CH2:10][CH2:9][C@:8]12[CH3:23])[C@:16]1([CH3:22])[C:15](=[CH:20][C:19](=[O:21])[CH2:18][CH2:17]1)[CH2:14][CH2:13]3)=[O:3] |f:1.2,3.4.5.6|. Reported procedure: A preferred process for preparing 17β-N,N-diethylcarbamoyl-4-methyl-4-aza-5α-androstan-3-one, an especially preferred compound of the present invention, comprises the following steps: (a) pregnenolone (V), an available starting material, is treated by the haloform King reaction with iodine and pyridine to form the 20-pyridinum iodide derivative of the pregnenolone (VI); (b) the pyridinium iodide derivative (VI) is hydrolyzed to the methyl ester of 17-carboxy pregnenolone (VII) with sodium methox... The reactants are [H-].[Na+] (sodium hydride), O (water), ClC1=CC=CC2=C1CNC(CS2)=O (6-chloro-4,5-dihydro-1,4-benzothiazepin-3(2H)-one), CI (methyl iodide). Run in CS(=O)C (dimethylsulphoxide), CS(=O)C (dimethylsulphoxide). Run at time 30 minute. Product: ClC1=CC=CC2=C1CN(C(CS2)=O)C (6-chloro-4-methyl-4,5-dihydro-1,4-benzothiazepin-3(2H)-one). RXN SMILES: [Cl:1][C:2]1[C:7]2[CH2:8][NH:9][C:10](=[O:13])[CH2:11][S:12][C:6]=2[CH:5]=[CH:4][CH:3]=1.[H-].[Na+].[CH3:16]I.O>CS(C)=O>[Cl:1][C:2]1[C:7]2[CH2:8][N:9]([CH3:16])[C:10](=[O:13])[CH2:11][S:12][C:6]=2[CH:5]=[CH:4][CH:3]=1 |f:1.2|. Reported procedure: A solution of 6-chloro-4,5-dihydro-1,4-benzothiazepin-3(2H)-one (5.33 g, prepared in a similar manner to example 11 of international patent application WO 92/21668) in dry dimethylsulphoxide (60 ml) was added slowly at room temperature to a stirred suspension of sodium hydride (0.6 g) in dimethylsulphoxide (20 ml). After the addition was completed, the mixture was stirred for 30 minutes before adding methyl iodide (6 ml) dropwise. The reaction mixture was stirred at room temperature for one hour... Reactants: COc1cc(Nc2nc3ccccc3nc2NS(=O)(=O)c2cccnc2)cc(OC)c1, CS(C)=O, Cl, [Na+], [OH-], O. RXN SMILES: [CH3:1][O:2][c:3]1[cH:4][c:5]([NH:11][c:12]2[c:13]([NH:22][S:23](=[O:24])(=[O:25])[c:26]3[cH:27][n:28][cH:29][cH:30][cH:31]3)[n:14][c:15]3[cH:16][cH:17][cH:18][cH:19][c:20]3[n:21]2)[cH:6][c:7]([O:9][CH3:10])[cH:8]1.[CH3:32][S:33](=[O:34])[CH3:35].[ClH:38].[Na+:37].[OH-:36].[OH2:39]>>[CH3:1][O:2][c:3]1[cH:4][c:5]([NH:11][c:12]2[c:13]([NH:22][S:23](=[O:24])(=[O:25])[c:26]3[cH:27][nH:28][c:29](=[O:34])[cH:30][cH:31]3)[n:14][c:15]3[cH:16][cH:17][cH:18][cH:19][c:20]3[n:21]2)[cH:6][c:7]([O:9][CH3:10])[cH:8]1. Product: COc1cc(Nc2nc3ccccc3nc2NS(=O)(=O)c2ccc(=O)[nH]c2)cc(OC)c1. The reactants are Cl[Pt-2](Cl)(Cl)Cl.[K+].[K+] (potassium tetrachloroplatinate), aqueous solution, N(N)C=1NCCN1 (2-hydrazino-4,5-dihydro-1H-imidazole), C(C)(=O)[O-].[Na+] (sodium acetate). Run in O (water). Conditions: time 24 hour. Product: [Pt](Cl)Cl.N(N)C=1NCCN1 (2-Hydrazino-4,5-dihydro-1H-imidazole compound with platinum chloride). As a reaction SMILES: [Cl:1][Pt-2:2](Cl)(Cl)[Cl:3].[K+].[K+].[NH:8]([C:10]1[NH:11][CH2:12][CH2:13][N:14]=1)[NH2:9].C([O-])(=O)C.[Na+]>O>[Pt:2]([Cl:3])[Cl:1].[NH:8]([C:10]1[NH:14][CH2:13][CH2:12][N:11]=1)[NH2:9] |f:0.1.2,4.5,7.8|. Reported procedure: To a solution of 4.16 g of potassium tetrachloroplatinate in 15 ml of water was added a 15 ml aqueous solution containing 1.37 g of 2-hydrazino-4,5-dihydro-1H-imidazole and 0.82 g of sodium acetate. The mixture was allowed to stand at room temperature for 24 hours to give the desired complex as light brown crystals mp>290° C. Reactants: COC(=O)C(C#N)=Cc1ccccc1, CC(C)[N+](=O)[O-], C[O-], CO, [Na+]. Yields the product COC(=O)C1(C#N)C(c2ccccc2)C1(C)C. As a reaction SMILES: [C:1](#[N:2])[C:3]([C:4](=[O:5])[O:6][CH3:7])=[CH:8][c:9]1[cH:10][cH:11][cH:12][cH:13][cH:14]1.[CH3:15][CH:16]([CH3:17])[N+:18](=[O:19])[O-:20].[CH3:21][O-:22].[CH3:24][OH:25].[Na+:23]>>[C:1](#[N:2])[C:3]1([C:4](=[O:5])[O:6][CH3:7])[CH:8]([c:9]2[cH:10][cH:11][cH:12][cH:13][cH:14]2)[C:16]1([CH3:15])[CH3:17].